This data is from the Open Reaction Database (ORD), a public repository of structured organic reaction records. The task is: describe an organic reaction: reactants, conditions, products, and yield Starting materials: BrC1=CN=C2N1C=CC(=C2F)C(C)(C)O (3-Bromo-8-fluoro-7-(1-hydroxy-1-methylethyl)imidazo[1,2-α]pyridine), FC1=C(C(=CC=C1)C1=C(C=CC(=C1)B1OCC(CO1)(C)C)F)C#N (3,2′-difluoro-5′-(5,5-dimethyl-[1,3,2]dioxaborinan-2-yl)biphenyl-2-carbonitrile). The product is FC1=C(C(=CC=C1)C1=C(C=CC(=C1)C1=CN=C2N1C=CC(=C2F)C(C)(C)O)F)C#N (3,2′-difluoro-5′-[8-fluoro-7-(1-hydroxy-1-methylethyl)imidazo[1,2-α]pyridin-3-yl]biphenyl-2-carbonitrile). Isolated yield 75.0%. As a reaction SMILES: Br[C:2]1[N:6]2[CH:7]=[CH:8][C:9]([C:12]([OH:15])([CH3:14])[CH3:13])=[C:10]([F:11])[C:5]2=[N:4][CH:3]=1.[F:16][C:17]1[CH:22]=[CH:21][CH:20]=[C:19]([C:23]2[CH:28]=[C:27](B3OCC(C)(C)CO3)[CH:26]=[CH:25][C:24]=2[F:37])[C:18]=1[C:38]#[N:39]>>[F:16][C:17]1[CH:22]=[CH:21][CH:20]=[C:19]([C:23]2[CH:28]=[C:27]([C:2]3[N:6]4[CH:7]=[CH:8][C:9]([C:12]([OH:15])([CH3:14])[CH3:13])=[C:10]([F:11])[C:5]4=[N:4][CH:3]=3)[CH:26]=[CH:25][C:24]=2[F:37])[C:18]=1[C:38]#[N:39]. Procedure: 3-Bromo-8-fluoro-7-(1-hydroxy-1-methylethyl)imidazo[1,2-α]pyridine (0.10 g, 0.36 mmol) and 3,2′-difluoro-5′-(5,5-dimethyl-[1,3,2]dioxaborinan-2-yl)biphenyl-2-carbonitrile (0.16 g, 0.47 mmol) were coupled following the procedure in Example 1 to afford 3,2′-difluoro-5′-[8-fluoro-7-(1-hydroxy-1-methylethyl)imidazo[1,2-α]pyridin-3-yl]biphenyl-2-carbonitrile as a white amorphous solid (110 mg, 74%): δH (360 MHz, CDCl3) 1.73 (6H, s), 2.10 (1H, s), 7.21 (1H, dd, J 7 and 7), 7.30 (1H, dd, J 8 and 8), 7.... Starting materials: ClC1=CC(=C(C=C1)C=1C=C(SC1C1=CC=C(C2=CC=CC=C12)C)C#N)C (4-(4-chloro-2-methylphenyl)-5-(4-methylnaphthalen-1-yl)thiophene-2-carbonitrile), [N-]=[N+]=[N-].[Na+] (sodium azide). The reagents and catalysts are [Br-].[Zn+2].[Br-] (zinc bromide). Run at temperature 110 celsius. Product: ClC1=CC(=C(C=C1)C=1C=C(SC1C1=CC=C(C2=CC=CC=C12)C)C1=NN=NN1)C (5-(4-(4-Chloro-2-methylphenyl)-5-(4-methylnaphthalen-1-yl)thiophen-2-yl)-1H-tetrazole). Isolated yield 83.9%. As a reaction SMILES: [Cl:1][C:2]1[CH:7]=[CH:6][C:5]([C:8]2[CH:9]=[C:10]([C:24]#[N:25])[S:11][C:12]=2[C:13]2[C:22]3[C:17](=[CH:18][CH:19]=[CH:20][CH:21]=3)[C:16]([CH3:23])=[CH:15][CH:14]=2)=[C:4]([CH3:26])[CH:3]=1.[N-:27]=[N+:28]=[N-:29].[Na+]>[Br-].[Zn+2].[Br-]>[Cl:1][C:2]1[CH:7]=[CH:6][C:5]([C:8]2[CH:9]=[C:10]([C:24]3[NH:29][N:28]=[N:27][N:25]=3)[S:11][C:12]=2[C:13]2[C:22]3[C:17](=[CH:18][CH:19]=[CH:20][CH:21]=3)[C:16]([CH3:23])=[CH:15][CH:14]=2)=[C:4]([CH3:26])[CH:3]=1 |f:1.2,3.4.5|. Procedure: A round-bottomed flask was charged with 4-(4-chloro-2-methylphenyl)-5-(4-methylnaphthalen-1-yl)thiophene-2-carbonitrile (209 mg, 0.56 mmol), zinc bromide (338 mg, 1.50 mmol) and sodium azide (97.5 mg, 1.50 mmol). After degassed, DMF (3 mL) was added. The reaction mixture was heated to 110° C. and stirred at this temperature until complete. The reaction was cooled to rt, and 30 mL of 0.1 N aqueous HCl was added. The reaction mixture was extracted with ethyl acetate. The organic phase was dried ov...